This data is from the Open Reaction Database (ORD), a public repository of structured organic reaction records. The task is: describe an organic reaction: reactants, conditions, products, and yield The reactants are ClC1=CC=C(C=C1)[C@@H]1CN(C[C@H]1NC)C(=O)C1CCN(CC1)C1=NC=C(C=C1)C#N (4-[(3R,4S)-3-(4-chloro-phenyl)-4-methylamino-pyrrolidine-1-carbonyl]-3,4,5,6-tetrahydro-2H-[1,2]bipyridinyl-5′-carbonitrile), ClC(=O)OCC(C)C (isobutyl chloroformate). The product is C(C(C)C)OC(N(C)[C@@H]1CN(C[C@H]1C1=CC=C(C=C1)Cl)C(=O)C1CCN(CC1)C1=NC=C(C=C1)C#N)=O ([(3S,4R)-4-(4-chloro-phenyl)-1-(5′-cyano-3,4,5,6-tetrahydro-2H-[1,2′]bipyridinyl-4-carbonyl)-pyrrolidin-3-yl]-methyl-carbamic acid isobutyl ester). As a reaction SMILES: [Cl:1][C:2]1[CH:7]=[CH:6][C:5]([C@H:8]2[C@H:12]([NH:13][CH3:14])[CH2:11][N:10]([C:15]([CH:17]3[CH2:22][CH2:21][N:20]([C:23]4[CH:28]=[CH:27][C:26]([C:29]#[N:30])=[CH:25][N:24]=4)[CH2:19][CH2:18]3)=[O:16])[CH2:9]2)=[CH:4][CH:3]=1.Cl[C:32]([O:34][CH2:35][CH:36]([CH3:38])[CH3:37])=[O:33]>>[CH2:35]([O:34][C:32](=[O:33])[N:13]([C@H:12]1[C@H:8]([C:5]2[CH:4]=[CH:3][C:2]([Cl:1])=[CH:7][CH:6]=2)[CH2:9][N:10]([C:15]([CH:17]2[CH2:22][CH2:21][N:20]([C:23]3[CH:28]=[CH:27][C:26]([C:29]#[N:30])=[CH:25][N:24]=3)[CH2:19][CH2:18]2)=[O:16])[CH2:11]1)[CH3:14])[CH:36]([CH3:38])[CH3:37]. Procedure details: In analogy to the procedure described for the synthesis of example 136, the title compound [(3S,4R)-4-(4-chloro-phenyl)-1-(5′-cyano-3,4,5,6-tetrahydro-2H-[1,2′]bipyridinyl-4-carbonyl)-pyrrolidin-3-yl]-methyl-carbamic acid isobutyl ester was prepared from 4-[(3R,4S)-3-(4-chloro-phenyl)-4-methylamino-pyrrolidine-1-carbonyl]-3,4,5,6-tetrahydro-2H-[1,2]bipyridinyl-5′-carbonitrile using isobutyl chloroformate instead of ethyl chloroformate and was obtained as a colorless foam. MS m/e: 524.5 [M]+.